This data is from the Open Reaction Database (ORD), a public repository of structured organic reaction records. The task is: describe an organic reaction: reactants, conditions, products, and yield Reactants: COC(=O)C=1N=COC1C1=CC(=CC=C1)C(O[SiH2]C(C)(C)C)(C)C (5-[3-(tert-butyl-dimethyl-silanyloxymethyl)-phenyl]-oxazole-4-carboxylic acid methyl ester), C1CCOC1 (THF), O.[OH-].[Li+] (lithium hydroxide monohydrate), N#N (N2). Run in O (H2O), CC(OCC)=O (EA). Conditions: time 2.5 hour. Yields the product C(C)(C)(C)[SiH2]OC(C=1C=C(C=CC1)C1=C(N=CO1)C(=O)O)(C)C (5-[3-(tert-Butyl-dimethyl-silanyloxymethyl)-phenyl]-oxazole-4-carboxylic acid). As a reaction SMILES: N#N.C[O:4][C:5]([C:7]1[N:8]=[CH:9][O:10][C:11]=1[C:12]1[CH:17]=[CH:16][CH:15]=[C:14]([C:18]([CH3:26])([CH3:25])[O:19][SiH2:20][C:21]([CH3:24])([CH3:23])[CH3:22])[CH:13]=1)=[O:6].C1COCC1.O.[OH-].[Li+]>CC(=O)OCC.O>[C:21]([SiH2:20][O:19][C:18]([CH3:26])([CH3:25])[C:14]1[CH:13]=[C:12]([C:11]2[O:10][CH:9]=[N:8][C:7]=2[C:5]([OH:6])=[O:4])[CH:17]=[CH:16][CH:15]=1)([CH3:24])([CH3:22])[CH3:23] |f:3.4.5|. Procedure: In a flame dried round-bottomed flask equipped with a magnetic stir bar and under inert atmosphere (N2), a solution of 5-[3-(tert-butyl-dimethyl-silanyloxymethyl)-phenyl]-oxazole-4-carboxylic acid methyl ester (673 mg, 1.94 mmol) in 1:1 THF:H2O (6.4 mL) was treated with lithium hydroxide monohydrate (115 mg, 2.71 mmol). The resulting mixture was stirred for 2.5 h. EA (20 mL) was added and the organic phase was washed with 1N HCl (10 mL), dried over MgSO4, filtered, and the solvent removed under ... The reactants are [H-].[Na+] (NaH), FC1(CCC(CC1)(C(=O)OCC)CO)F (ethyl 4,4-difluoro-1-(hydroxymethyl)cyclohexanecarboxylate), S(=O)(=O)(OC)OC (dimethyl sulfate). Solvent: C1CCOC1 (THF). Run at time 8 hour. Product: FC1(CCC(CC1)(C(=O)OCC)COC)F (ethyl 4,4-difluoro-1-(methoxymethyl)cyclohexanecarboxylate). Yield: 40.6%. As a reaction SMILES: [H-].[Na+].[F:3][C:4]1([F:17])[CH2:9][CH2:8][C:7]([CH2:15][OH:16])([C:10]([O:12][CH2:13][CH3:14])=[O:11])[CH2:6][CH2:5]1.S(OC)(O[CH3:22])(=O)=O>C1COCC1>[F:3][C:4]1([F:17])[CH2:5][CH2:6][C:7]([CH2:15][O:16][CH3:22])([C:10]([O:12][CH2:13][CH3:14])=[O:11])[CH2:8][CH2:9]1 |f:0.1|. Reported procedure: NaH (60%, 29.4 mg, 0.736 mmol) was added to a cold (0° C.) solution of ethyl 4,4-difluoro-1-(hydroxymethyl)cyclohexanecarboxylate (109 mg, 0.490 mmol) in THF (2 mL) and the mixture was allowed to warm to rt over 30 min. Then neat dimethyl sulfate (0.070 mL, 0.736 mmol) was added and the mixture was stirred at rt overnight. Excess Me2SO4 was quenched with TEA, acidified with 1N HCl and extracted with EtOAc to afford a light brown oil which was purified by silica gel FCC (DCM) to afford ethyl 4,4-...